This data is from the Open Reaction Database (ORD), a public repository of structured organic reaction records. The task is: describe an organic reaction: reactants, conditions, products, and yield Starting materials: B(Br)(Br)Br (Boron tribromide), N1C=NC(=C1)CC1CCC2=CC(=C(C=C12)OC)C=O (1-(1H-imidazol-4-ylmethyl)-6-methoxyindan-5-carbaldehyde), [OH-].[NH4+] (ammonium hydroxide), O (water). Run in C(Cl)Cl (methylene chloride), C(Cl)Cl (methylene chloride). Conditions: time 3 hour. Product: OC1=C(C=C2CCC(C2=C1)CC=1N=CNC1)C=O (6-Hydroxy-1-(1H-imidazol-4-ylmethyl)-indan-5-carbaldehyde). Reaction SMILES: B(Br)(Br)Br.[NH:5]1[CH:9]=[C:8]([CH2:10][CH:11]2[C:19]3[C:14](=[CH:15][C:16]([CH:22]=[O:23])=[C:17]([O:20]C)[CH:18]=3)[CH2:13][CH2:12]2)[N:7]=[CH:6]1.O.[OH-].[NH4+]>C(Cl)Cl>[OH:20][C:17]1[CH:18]=[C:19]2[C:14]([CH2:13][CH2:12][CH:11]2[CH2:10][C:8]2[N:7]=[CH:6][NH:5][CH:9]=2)=[CH:15][C:16]=1[CH:22]=[O:23] |f:3.4|. Procedure: Boron tribromide 1.0 M solution in methylene chloride (2 ml) is added dropwise to a stirred solution of 1-(1H-imidazol-4-ylmethyl)-6-methoxyindan-5-carbaldehyde (144 mg) in methylene chloride (10 ml) at −70° C. under a nitrogen atmosphere. After the addition the mixture is allowed to warm to room temperature and is stirred for 3 hours. The mixture is then poured into cold water and is made basic with ammonium hydroxide solution. The product is extracted into methylene chloride which is washed wi...